This data is from the Open Reaction Database (ORD), a public repository of structured organic reaction records. The task is: describe an organic reaction: reactants, conditions, products, and yield Reactants: halide, FC1=C(C=CC(=C1)F)O (2,4-difluorophenol), O.C([O-])([O-])=O.[K+].[K+] (potassium carbonate monohydrate), transition metal, COC(C1=CN=C(C=C1)Cl)=O (methyl-6-chloronicotinate). The solvent is CN(C)C=O (DMF). Yields the product COC(C1=CN=C(C=C1)OC1=C(C=C(C=C1)F)F)=O (6-(2,4-Difluoro-phenoxy)-nicotinic acid methyl ester). RXN SMILES: [CH3:1][O:2][C:3](=[O:11])[C:4]1[CH:9]=[CH:8][C:7](Cl)=[N:6][CH:5]=1.[F:12][C:13]1[CH:18]=[C:17]([F:19])[CH:16]=[CH:15][C:14]=1[OH:20].O.C(=O)([O-])[O-].[K+].[K+]>CN(C=O)C>[CH3:1][O:2][C:3](=[O:11])[C:4]1[CH:9]=[CH:8][C:7]([O:20][C:14]2[CH:15]=[CH:16][C:17]([F:19])=[CH:18][C:13]=2[F:12])=[N:6][CH:5]=1 |f:2.3.4.5|. Procedure: In Scheme D, Ra, Ra′, Rc, Rc′, Re, Rg and X are as previously defined. In Scheme D (step 1), the halide can be displaced by either a nucleophilic aromatic substitution or transition metal catalyzed reaction. For example, methyl-6-chloronicotinate and 2,4-difluorophenol is dissolved in a suitable solvent such as DMF. To the reaction mixture is added a suitable base such as potassium carbonate monohydrate and the heated at reflux for a period of 2 to 18 hours to yield [6-(2,4-Difluoro-phenoxy)-nic... Reactants: C1(=CC=C(C=C1)S(=O)(=O)Cl)C (p-toluenesulfonyl chloride), C1CCOC1 (THF), COCCOCCO (2-(2-methoxyethoxy)ethanol), [OH-].[Na+] (NaOH), C1CCOC1 (THF). Run in O (water). Reaction conditions: time 1.5 hour. Product: C1(=CC=C(C=C1)S(=O)(=O)OCCOCCOC)C (2-(2-methoxyethoxy)ethyl p-toluenesulfonate). The yield is 101.7%. RXN SMILES: [C:1]1([CH3:11])[CH:6]=[CH:5][C:4]([S:7](Cl)(=[O:9])=[O:8])=[CH:3][CH:2]=1.C1COCC1.[CH3:17][O:18][CH2:19][CH2:20][O:21][CH2:22][CH2:23][OH:24].[OH-].[Na+]>O>[C:1]1([CH3:11])[CH:6]=[CH:5][C:4]([S:7]([O:24][CH2:23][CH2:22][O:21][CH2:20][CH2:19][O:18][CH3:17])(=[O:9])=[O:8])=[CH:3][CH:2]=1 |f:3.4|. Procedure details: Under ice cooling, a mixture of 515 g of p-toluenesulfonyl chloride and 500 ml of THF was added dropwise to a mixture of 295 g of 2-(2-methoxyethoxy)ethanol, 589 g of 25 wt % NaOH aqueous solution, and 2,500 ml of THF. The reaction solution was aged for 1.5 hours, after which 1,500 ml of water was added to quench the reaction. The organic layer was separated and concentrated in vacuum. The concentrate was dissolved in a mixture of 660 ml toluene and 330 ml hexane, and washed with water. The orga... Starting materials: FC1=CC=C(C=C1)C(C(Br)C1=CC=C(C=C1)SC)=O (1-(4-fluorophenyl)-2-(4-methylthiophenyl)-2-bromoethanone), ClC=1C=C(OCC(=S)N)C=C(C1)Cl (3,5-dichlorophenoxy thioacetamide). Run in C(C)#N (acetonitrile), C(C)O (ethanol), CO (methanol). Conditions: temperature 0 celsius. Yields the product FC1=CC=C(C=C1)C=1N=C(SC1C1=CC=C(C=C1)SC)COC1=CC(=CC(=C1)Cl)Cl (4-(4-fluorophenyl)-5-(4-methylthiophenyl)-2-((3,5-dichlorophenoxy)methyl)thiazole). Yield: 74.0%. As a reaction SMILES: [F:1][C:2]1[CH:7]=[CH:6][C:5]([C:8](=O)[CH:9]([C:11]2[CH:16]=[CH:15][C:14]([S:17][CH3:18])=[CH:13][CH:12]=2)Br)=[CH:4][CH:3]=1.[Cl:20][C:21]1[CH:22]=[C:23]([CH:29]=[C:30]([Cl:32])[CH:31]=1)[O:24][CH2:25][C:26]([NH2:28])=[S:27]>C(#N)C.C(O)C.CO>[F:1][C:2]1[CH:7]=[CH:6][C:5]([C:8]2[N:28]=[C:26]([CH2:25][O:24][C:23]3[CH:29]=[C:30]([Cl:32])[CH:31]=[C:21]([Cl:20])[CH:22]=3)[S:27][C:9]=2[C:11]2[CH:16]=[CH:15][C:14]([S:17][CH3:18])=[CH:13][CH:12]=2)=[CH:4][CH:3]=1. Procedure details: A solution of 1-(4-fluorophenyl)-2-(4-methylthiophenyl)-2-bromoethanone, (Example 1, Step 3) (4.01 g, 11.8 mmol) and 3,5-dichlorophenoxy thioacetamide (2.80 g, 11.9 mmol) in 20 mL of acetonitrile and 10 mL of ethanol was heated to reflux for 1.2 hours. The solution was diluted with methanol, cooled to 0° C. in an ice bath and a precipitate formed that was removed by filtration to provide pure 4-(4-fluorophenyl)-5-(4-methylthiophenyl)-2-((3,5-dichlorophenoxy)methyl)thiazole (4.19 g; 74%) which wa... Product: COC(=O)c1nc(-c2nccs2)cc(NC(C)=O)c1Cl. The reactants are COC(=O)c1nc(Cl)cc(NC(C)=O)c1Cl, C[Sn](C)(C)c1nccs1, C1CCOC1, O, Cl[Pd]Cl, c1ccc(P(c2ccccc2)c2ccccc2)cc1, c1ccc(P(c2ccccc2)c2ccccc2)cc1. Reaction SMILES: [C:1]([CH3:2])(=[O:3])[NH:4][c:5]1[c:6]([Cl:16])[c:7]([C:12](=[O:13])[O:14][CH3:15])[n:8][c:9]([Cl:11])[cH:10]1.[CH3:17][Sn:18]([c:19]1[s:20][cH:21][cH:22][n:23]1)([CH3:24])[CH3:25].[O:26]1[CH2:27][CH2:28][CH2:29][CH2:30]1.[OH2:31].[Pd:32]([Cl:33])[Cl:34].[c:35]1([P:36]([c:37]2[cH:38][cH:39][cH:40][cH:41][cH:42]2)[c:43]2[cH:44][cH:45][cH:46][cH:47][cH:48]2)[cH:49][cH:50][cH:51][cH:52][cH:53]1.[c:54]1([P:55]([c:56]2[cH:57][cH:58][cH:59][cH:60][cH:61]2)[c:62]2[cH:63][cH:64][cH:65][cH:66][cH:67]2)[cH:68][cH:69][cH:70][cH:71][cH:72]1>>[C:1]([CH3:2])(=[O:3])[NH:4][c:5]1[c:6]([Cl:16])[c:7]([C:12](=[O:13])[O:14][CH3:15])[n:8][c:9](-[c:19]2[s:20][cH:21][cH:22][n:23]2)[cH:10]1. Reactants: C=1C=CC2=C(C1)C(=O)C=CC2=O (naphthoquinone), C1(C=2C(C(=O)O1)=CC=CC2)=O (phthalic anhydride), S(O)(O)(=O)=O (sulfuric acid). Product: C1=CC=CC2=CC=CC=C12 (naphthalene). RXN SMILES: [CH:1]1[CH:2]=[CH:3][C:4]2[C:11](=O)[CH:10]=[CH:9][C:7](=O)[C:5]=2[CH:6]=1.C1(=O)OC(=O)C2=CC=CC=C12.S(=O)(=O)(O)O>>[CH:6]1[C:5]2[C:4](=[CH:11][CH:10]=[CH:9][CH:7]=2)[CH:3]=[CH:2][CH:1]=1. Procedure: The foregoing and other objects of the present invention have been attained by separating naphthoquinone having a purity of higher than 95% and phthalic acid from an aqueous slurry prepared by contacting a reaction mixture gas containing naphthoquinone, phthalic anhydride and sulfuric acid formed by a catalytic vapor phase oxidation of naphthalene with an aqueous medium, by adjusting the pH of the aqueous slurry to 1.2 to 5 and extracting the aqueous slurry with a chain or cyclic saturated hydro... Reactants: O=C(Nc1ccc(Br)cn1)c1cccc(O)c1[N+](=O)[O-], CCO, [Cl-], [Fe], [NH4+], O. Product: Nc1c(O)cccc1C(=O)Nc1ccc(Br)cn1. Reaction SMILES: [Br:1][c:2]1[cH:3][cH:4][c:5]([NH:8][C:9]([c:10]2[c:11]([N+:17]([O-:18])=[O:19])[c:12]([OH:16])[cH:13][cH:14][cH:15]2)=[O:20])[n:6][cH:7]1.[CH3:23][CH2:24][OH:25].[Cl-:21].[Fe:27].[NH4+:22].[OH2:26]>>[Br:1][c:2]1[cH:3][cH:4][c:5]([NH:8][C:9]([c:10]2[c:11]([NH2:17])[c:12]([OH:16])[cH:13][cH:14][cH:15]2)=[O:20])[n:6][cH:7]1. Reactants: Fc1c(F)c(F)c(OC2CCN(Cc3ccccc3)CC2)c(F)c1F, CO, Cl, [H][H]. Product: Cl, Fc1c(F)c(F)c(OC2CCNCC2)c(F)c1F. As a reaction SMILES: [CH2:2]([c:3]1[cH:4][cH:5][cH:6][cH:7][cH:8]1)[N:9]1[CH2:10][CH2:11][CH:12]([O:15][c:16]2[c:17]([F:26])[c:18]([F:25])[c:19]([F:24])[c:20]([F:23])[c:21]2[F:22])[CH2:13][CH2:14]1.[CH3:29][OH:30].[ClH:1].[H:27][H:28]>>[ClH:1].[NH:9]1[CH2:10][CH2:11][CH:12]([O:15][c:16]2[c:17]([F:26])[c:18]([F:25])[c:19]([F:24])[c:20]([F:23])[c:21]2[F:22])[CH2:13][CH2:14]1. Reactants: NC1=N[C@](C(C(N1C)=O)(C)C)(C)C1=C(C=CC(=C1)N)F ((S)-2-amino-6-(5-amino-2-fluoro-phenyl)-3,5,5,6-tetramethyl-5,6-dihydro-3H-pyrimidin-4-one), [B][B][B][B][B][B][B][B][B][B] (decaborane), NC1=N[C@](C(C(N1C)=O)(C)C)(C)C1=C(C=CC(=C1)N)F ((S)-2-amino-6-(5-amino-2-fluoro-phenyl)-3,5,5,6-tetramethyl-5,6-dihydro-3H-pyrimidin-4-one), O1CC(C2=C1C=CC=C2)=O (2,3-dihydrobenzofuran-3-one). Product: NC1=N[C@](C(C(N1C)=O)(C)C)(C)C1=C(C=CC(=C1)NC1COC2=C1C=CC=C2)F ((6S)-2-amino-6-(5-(2,3-dihydrobenzofuran-3-ylamino)-2-fluorophenyl)-3,5,5,6-tetramethyl-5,6-dihydropyrimidin-4(3H)-one). As a reaction SMILES: [NH2:1][C:2]1[N:7]([CH3:8])[C:6](=[O:9])[C:5]([CH3:11])([CH3:10])[C@:4]([C:13]2[CH:18]=[C:17]([NH2:19])[CH:16]=[CH:15][C:14]=2[F:20])([CH3:12])[N:3]=1.[O:21]1[C:25]2[CH:26]=[CH:27][CH:28]=[CH:29][C:24]=2[C:23](=O)[CH2:22]1.[B][B][B][B][B][B][B][B][B][B]>>[NH2:1][C:2]1[N:7]([CH3:8])[C:6](=[O:9])[C:5]([CH3:10])([CH3:11])[C@:4]([C:13]2[CH:18]=[C:17]([NH:19][CH:23]3[C:24]4[CH:29]=[CH:28][CH:27]=[CH:26][C:25]=4[O:21][CH2:22]3)[CH:16]=[CH:15][C:14]=2[F:20])([CH3:12])[N:3]=1 |^3:30,39,^1:31,32,33,34,35,36,37,38|. Procedure: The reductive amination of (S)-2-amino-6-(5-amino-2-fluoro-phenyl)-3,5,5,6-tetramethyl-5,6-dihydro-3H-pyrimidin-4-one (intermediate J) and 2,3-dihydrobenzofuran-3-one using decaborane yielded a mixture of epimers of the title compound as a colorless waxy solid. MS (ESI): m/z=397.2 [M+H]+. Reactants: [Al+3], COC(C)(C)CCC1CC(=O)C=C(C)C1, [H-], [H-], [H-], [H-], [Li+], [Na+], C1CCOC1, [OH-]. The product is COC(C)(C)CCC1CC(C)=CC(O)C1. RXN SMILES: [Al+3:2].[CH3:7][O:8][C:9]([CH2:10][CH2:11][CH:12]1[CH2:13][C:14](=[O:19])[CH:15]=[C:16]([CH3:18])[CH2:17]1)([CH3:20])[CH3:21].[H-:1].[H-:4].[H-:5].[H-:6].[Li+:3].[Na+:23].[O:24]1[CH2:25][CH2:26][CH2:27][CH2:28]1.[OH-:22]>>[CH3:7][O:8][C:9]([CH2:10][CH2:11][CH:12]1[CH2:13][CH:14]([OH:19])[CH:15]=[C:16]([CH3:18])[CH2:17]1)([CH3:20])[CH3:21]. Reactants: O1CCOC2=C1C=CC=C2N2CCNCC2 (4-(2,3-dihydrobenzo[1,4]dioxin-5-yl)piperazine), C(=O)([O-])[O-].[Na+].[Na+] (Na2CO3), CC1=CC(=NC(=C1C#N)SCC=O)C (4,6-Dimethyl-2-(2-oxo-ethylsulfanyl)nicotinonitrile), C(C)(=O)O[BH-](OC(C)=O)OC(C)=O.[Na+] (sodium triacetoxyborohydride). Solvent: CN(C)C=O (DMF), ClCCCl (1,2-dichloroethane). Run at time 2 hour. Yields the product O1CCOC2=C1C=CC=C2N2CCN(CC2)CCSC2=C(C#N)C=CC(=N2)C (2-{2-[4-(2,3-Dihydrobenzo[1,4]dioxin-5-yl)piperazin-1-yl]ethylsulfanyl}-6-methylnicotinonitrile). As a reaction SMILES: C[C:2]1[C:7]([C:8]#[N:9])=[C:6]([S:10][CH2:11][CH:12]=O)[N:5]=[C:4]([CH3:14])[CH:3]=1.[O:15]1[C:20]2[CH:21]=[CH:22][CH:23]=[C:24]([N:25]3[CH2:30][CH2:29][NH:28][CH2:27][CH2:26]3)[C:19]=2[O:18][CH2:17][CH2:16]1.C(O[BH-](OC(=O)C)OC(=O)C)(=O)C.[Na+].C([O-])([O-])=O.[Na+].[Na+]>ClCCCl.CN(C=O)C>[O:15]1[C:20]2[CH:21]=[CH:22][CH:23]=[C:24]([N:25]3[CH2:30][CH2:29][N:28]([CH2:12][CH2:11][S:10][C:6]4[N:5]=[C:4]([CH3:14])[CH:3]=[CH:2][C:7]=4[C:8]#[N:9])[CH2:27][CH2:26]3)[C:19]=2[O:18][CH2:17][CH2:16]1 |f:2.3,4.5.6|. Procedure details: 4,6-Dimethyl-2-(2-oxo-ethylsulfanyl)nicotinonitrile (2.9 g) was dissolved in 1,2-dichloroethane (150 mL), a solution of 4-(2,3-dihydrobenzo[1,4]dioxin-5-yl)piperazine (2.6 g) in DMF (150 mL) was added, followed by addition of sodium triacetoxyborohydride (14.9 g) and stirring for 2 h. The mixture was poured on water and Na2CO3 added until pH reached 7-8. The mixture was extracted with ethyl acetate, the combined organic phases dried and evaporated to give an oil which was subjected to purificati...